Dataset: the Open Reaction Database (ORD), a public repository of structured organic reaction records. Task: describe an organic reaction: reactants, conditions, products, and yield Reactants: O=S1(NC(C2=C1C=CC=C2)=O)=O (1,1-dioxo-1,2-dihydro-1λ6-benzo[d]isothiazol-3-one), S(=O)(Cl)Cl (thionyl chloride). The reagents and catalysts are CN(C)C=O (DMF). The solvent is O1CCOCC1 (dioxane). Product: ClC1=NS(C2=C1C=CC=C2)(=O)=O (3-chloro-benzo[d]isothiazole 1,1-dioxide). Yield: 77.1%. As a reaction SMILES: [O:1]=[S:2]1(=[O:12])[C:6]2[CH:7]=[CH:8][CH:9]=[CH:10][C:5]=2[C:4](=O)[NH:3]1.S(Cl)([Cl:15])=O>O1CCOCC1.CN(C=O)C>[Cl:15][C:4]1[C:5]2[CH:10]=[CH:9][CH:8]=[CH:7][C:6]=2[S:2](=[O:12])(=[O:1])[N:3]=1. Procedure: step 4—To a solution of saccharin (25, 5.0 g, 27 mmol) in dioxane (100 mL) was added thionyl chloride (3.0 mL, 41 mmol) and DMF (5 drops). The reaction mixture was heated at reflux for 2 d, and the lightly colored solution was cooled to RT. The solvent was removed in vacuo to afford 4.2 g of 26 as an off-white solid that was recrystallized from toluene: LCMS RT 2.6 min, M+H.